From a dataset of the Open Reaction Database (ORD), a public repository of structured organic reaction records. describe an organic reaction: reactants, conditions, products, and yield The reactants are C(C#C)(=O)OC (methyl prop-2-ynoate), N(=[N+]=[N-])C(C(=O)OC(C)(C)C)C (tert-butyl 2-azidopropanate). Solvent: C1(=CC=CC=C1)C (toluene). Reaction conditions: temperature 100 celsius. Yields the product COC(=O)C1=CN=NN1C(C(=O)O)C (2-[5-(methoxycarbonyl)-1H-1,2,3-triazol-1-yl]propanoic acid). As a reaction SMILES: [C:1]([O:5][CH3:6])(=[O:4])[C:2]#[CH:3].[N:7]([CH:10]([CH3:18])[C:11]([O:13]C(C)(C)C)=[O:12])=[N+:8]=[N-:9]>C1(C)C=CC=CC=1>[CH3:6][O:5][C:1]([C:2]1[N:7]([CH:10]([CH3:18])[C:11]([OH:13])=[O:12])[N:8]=[N:9][CH:3]=1)=[O:4]. Reported procedure: To a solution of 1.87 g (22.3 mmol) of methyl prop-2-ynoate in 40 mL of toluene was added 1.9 g (11 mmol) of tert-butyl 2-azidopropanate. The reaction mixture was heated at 100° C. for 3 h then cooled to ambient temperature. All volatiles were removed under reduced pressure and the crude residue purified by column chromatography on silica gel eluting with a 5 to 25% acetone in hexanes gradient to afford the title compounds. Starting materials: BrCC=1OC(=CC1C(=O)OC)C1=CC=C(C=C1)C(F)(F)F (Methyl 2-bromomethyl-5-[4-(trifluoromethyl)phenyl]-3-furoate), CNC1CCCCC1 (N-methylcyclohexylamine). The product is C1(CCCCC1)N(C)CC=1OC(=CC1CO)C1=CC=C(C=C1)C(F)(F)F ({2-{[cyclohexyl(methyl)amino]methyl}-5-[4-(trifluoromethyl)phenyl]-3-furyl}methanol). Reaction SMILES: Br[CH2:2][C:3]1[O:4][C:5]([C:12]2[CH:17]=[CH:16][C:15]([C:18]([F:21])([F:20])[F:19])=[CH:14][CH:13]=2)=[CH:6][C:7]=1[C:8]([O:10]C)=O.[CH3:22][NH:23][CH:24]1[CH2:29][CH2:28][CH2:27][CH2:26][CH2:25]1>>[CH:24]1([N:23]([CH2:2][C:3]2[O:4][C:5]([C:12]3[CH:17]=[CH:16][C:15]([C:18]([F:21])([F:20])[F:19])=[CH:14][CH:13]=3)=[CH:6][C:7]=2[CH2:8][OH:10])[CH3:22])[CH2:29][CH2:28][CH2:27][CH2:26][CH2:25]1. Reported procedure: Prepared using intermediate 44 and N-methylcyclohexylamine. Reactants: CS, CCO, CSC(=C[N+](=O)[O-])SC, NCCNCc1cncnc1. Yields the product O=[N+]([O-])C=C1NCCN1Cc1cncnc1. RXN SMILES: [CH3:21][SH:22].[CH3:23][CH2:24][OH:25].[N+:12](=[O:13])([O-:14])[CH:15]=[C:16]([S:17][CH3:18])[S:19][CH3:20].[n:1]1[cH:2][n:3][cH:4][c:5]([CH2:7][NH:8][CH2:9][CH2:10][NH2:11])[cH:6]1>>[n:1]1[cH:2][n:3][cH:4][c:5]([CH2:7][N:8]2[CH2:9][CH2:10][NH:11][C:16]2=[CH:15][N+:12](=[O:13])[O-:14])[cH:6]1. Starting materials: C(=O)=O.CC(=O)C (dry ice acetone), m-butyllithium, CCCCCC (hexane), B(OC(C)C)(OC(C)C)OC(C)C (triisopropyl borate), BrC1=CC=C(C=C1)OC (4-Bromoanisole). Run in CCOCC (Ether), O1CCCC1 (tetrahydrofuran), O1CCCC1 (tetrahydrofuran). Run at time 10 minute. Yields the product COC1=CC=C(C=C1)OB(O)O ((4-methoxyphenyl)boric acid). The yield is 67.5%. RXN SMILES: Br[C:2]1[CH:7]=[CH:6][C:5]([O:8][CH3:9])=[CH:4][CH:3]=1.C(=O)=O.CC(C)=O.CCCCCC.[B:23]([O:32]C(C)C)([O:28]C(C)C)[O:24]C(C)C>O1CCCC1.CCOCC>[CH3:9][O:8][C:5]1[CH:6]=[CH:7][C:2]([O:24][B:23]([OH:32])[OH:28])=[CH:3][CH:4]=1 |f:1.2|. Procedure details: 13.09 g of 4-Bromoanisole was dissolved in 50 ml of tetrahydrofuran, and the solution was cooled to -78° C. with a dry ice-acetone freezing mixture, and 48 ml of m-butyllithium (as a 1.6 M hexane solution). The mixture was stirred for 10 minutes. A tetrahydrofuran solution of 32 ml of triisopropyl borate was added dropwise under cooling over the course of 30 minutes. The temperature of the solution was returned to room temperature, and it was stirred for 10 minutes. Ether was added to the reacti... Reaction conditions: time 1 hour. Reaction SMILES: [Br:1][C:2]1[O:3][C:4]2[C:16]([Br:17])=[CH:15][C:14]([CH3:18])=[CH:13][C:5]=2[C:6]=1[C:7]1[CH:12]=[CH:11][CH:10]=[CH:9][CH:8]=1.[Br:19]N1C(=O)CCC1=O>C(Cl)(Cl)(Cl)Cl>[Br:19][CH2:18][C:14]1[CH:15]=[C:16]([Br:17])[C:4]2[O:3][C:2]([Br:1])=[C:6]([C:7]3[CH:8]=[CH:9][CH:10]=[CH:11][CH:12]=3)[C:5]=2[CH:13]=1. Procedure: A mixture containing 68.7 g. (0.19 mole) of 2,7-dibromo-5-methyl-3-phenylbenzofuran and 35.5 g. (0.19 mole) of N-bromosuccinimide in one liter of carbon tetrachloride is irradiated with a bulb simulating sunlight for two hours. An additional 10 g. of N-bromosuccinimide is added, and irradiation is continued for one hour. The mixture is cooled and filtered. The filtrate is evaporated to a brown oil which crystallizes when triturated with hexane to provide solid 5-bromomethyl-2,7-dibromo-3-phenylb... Solvent: C(Cl)(Cl)(Cl)Cl (carbon tetrachloride). The reactants are BrC=1OC2=C(C1C1=CC=CC=C1)C=C(C=C2Br)C (2,7-dibromo-5-methyl-3-phenylbenzofuran), BrN1C(CCC1=O)=O (N-bromosuccinimide), BrN1C(CCC1=O)=O (N-bromosuccinimide). Product: BrCC=1C=C(C2=C(C(=C(O2)Br)C2=CC=CC=C2)C1)Br (5-bromomethyl-2,7-dibromo-3-phenylbenzofuran). The reactants are C1(CCCCCN1)=O (ε-caprolactam), NCCCCCCCCCCCC(=O)O (12-aminododecanoic acid), O (water). Conditions: temperature 260 celsius. Yields the product C(CCCCCC(=O)O)CCCCC(=O)O.C(CCCN)CCN (nylon 6/12). RXN SMILES: [C:1]1(=[O:8])[NH:7][CH2:6][CH2:5][CH2:4][CH2:3][CH2:2]1.[NH2:9][CH2:10][CH2:11][CH2:12][CH2:13][CH2:14][CH2:15][CH2:16][CH2:17][CH2:18][CH2:19][CH2:20][C:21]([OH:23])=[O:22].[OH2:24]>>[CH2:16]([CH2:17][CH2:18][CH2:19][CH2:20][C:21]([OH:23])=[O:22])[CH2:6][CH2:5][CH2:4][CH2:3][CH2:2][C:1]([OH:8])=[O:24].[CH2:12]([CH2:11][CH2:10][NH2:9])[CH2:13][CH2:14][CH2:15][NH2:7] |f:3.4|. Procedure: An autoclave was charged with 5.0 kg of ε-caprolactam, 9.5 kg of 12-aminododecanoic acid and 1.0 kg of water, the temperature was increased gradually to 260° C. and then the internal pressure was adjusted to 4 kg/cm2 2 hours thereafter. After 2 hours of reaction at 260° C., generated steam was gradually removed, and the pressure was adjusted to atmospheric pressure and then to a reduced pressure for 1.5 hours of reaction, thereby obtaining a nylon 6/12 polymer. Reactants: C(CO)(=O)O (glycolic acid), ClC=1C=C(C=CC1OCC1=NC=CC=C1)NC1=NC=NC2=CC=CC(=C12)OCCNC1CCC1 (N-[3-chloro-4-(pyridin-2-ylmethoxy)phenyl]-5-[2-(cyclobutylamino)ethoxy]quinazolin-4-amine). Yields the product ClC=1C=C(C=CC1OCC1=NC=CC=C1)NC1=NC=NC2=CC=CC(=C12)OCCN(C(CO)=O)C1CCC1 (N-{2-[(4-{[3-Chloro-4-(pyridin-2-ylmethoxy)phenyl]amino}quinazolin-5-yl)oxy]ethyl}-N-cyclobutyl-2-hydroxyacetamide). Yield: 22.0%. RXN SMILES: [C:1]([OH:5])(=O)[CH2:2][OH:3].[Cl:6][C:7]1[CH:8]=[C:9]([NH:21][C:22]2[C:31]3[C:26](=[CH:27][CH:28]=[CH:29][C:30]=3[O:32][CH2:33][CH2:34][NH:35][CH:36]3[CH2:39][CH2:38][CH2:37]3)[N:25]=[CH:24][N:23]=2)[CH:10]=[CH:11][C:12]=1[O:13][CH2:14][C:15]1[CH:20]=[CH:19][CH:18]=[CH:17][N:16]=1>>[Cl:6][C:7]1[CH:8]=[C:9]([NH:21][C:22]2[C:31]3[C:26](=[CH:27][CH:28]=[CH:29][C:30]=3[O:32][CH2:33][CH2:34][N:35]([CH:36]3[CH2:39][CH2:38][CH2:37]3)[C:1](=[O:5])[CH2:2][OH:3])[N:25]=[CH:24][N:23]=2)[CH:10]=[CH:11][C:12]=1[O:13][CH2:14][C:15]1[CH:20]=[CH:19][CH:18]=[CH:17][N:16]=1. Procedure details: The procedure described in Example 1 was repeated using glycolic acid and N-[3-chloro-4-(pyridin-2-ylmethoxy)phenyl]-5-[2-(cyclobutylamino)ethoxy]quinazolin-4-amine (obtained as described in Example 17, preparation of starting materials) to give the title compound in 22% yield; NMR spectrum (DMSO-d6) 1.49-1.65 (m, 2H), 2.08-2.27 (m, 4H), 3.97 (s, 2H), 4.12 (d, 2H), 4.20-4.29 (m, 1H), 4.32-4.43 (m, 3H), 5.31 (s, 2H), 7.21 (d, 1H), 7.26 (d, 1H), 7.33-7.40 (m, 2H), 7.57-7.63 (m, 2H), 7.71-7.76 (m, ... Reactants: ClCCl, CC(=O)O, Cl, [Na+], CCOC(=O)C(CCCCCN1C(=O)c2ccccc2C1=O)C(C)=O, [OH-], O. Product: CC(=O)CCCCCCN1C(=O)c2ccccc2C1=O. As a reaction SMILES: [CH2:33]([Cl:34])[Cl:35].[CH3:26][C:27](=[O:28])[OH:29].[ClH:30].[Na+:32].[O:1]=[C:2]([CH:3]([CH2:4][CH2:5][CH2:6][CH2:7][CH2:8][N:9]1[C:10](=[O:19])[c:11]2[c:12]([cH:15][cH:16][cH:17][cH:18]2)[C:13]1=[O:14])[C:20]([O:21][CH2:22][CH3:23])=[O:24])[CH3:25].[OH-:31].[OH2:36]>>[O:1]=[C:2]([CH2:3][CH2:4][CH2:5][CH2:6][CH2:7][CH2:8][N:9]1[C:10](=[O:19])[c:11]2[c:12]([cH:15][cH:16][cH:17][cH:18]2)[C:13]1=[O:14])[CH3:25]. Isolated yield 52.9%. The reactants are NC1=NC(=CC(=N1)Cl)Cl (2-amino-4,6-dichloropyrimidine), NC(=N)N (guanidine). As a reaction SMILES: [NH2:1][C:2]1[N:7]=[C:6]([Cl:8])[CH:5]=[C:4](Cl)[N:3]=1.[NH2:10][C:11]([NH2:13])=[NH:12]>O>[NH2:1][C:2]1[N:3]=[C:4]([NH:12][C:11]([NH2:13])=[NH:10])[CH:5]=[C:6]([Cl:8])[N:7]=1. Run in O (water). Yields the product NC1=NC(=CC(=N1)NC(=N)N)Cl (2-amino-6-chloro-4-guanidinopyrimidine). Procedure details: A mixture of 12.0 g (0.0732 m) of 2-amino-4,6-dichloropyrimidine and 55.0 g (0.931 mole) of guanidine was heated at 80° for 1.5 hours. The mixture was cooled to room temperature and diluted with water; the white crystalline precipitate was filtered, washed with water then air dried giving 7.22 g (53%) of 2-amino-6-chloro-4-guanidinopyrimidine, mp 220° (dec.). The reactants are O=C([O-])[O-], O=C(Cl)c1ccc(Cl)cc1Cl, [K+], [K+], C1COCCO1, CC(=CS(N)(=O)=O)c1ccccc1. Product: CC(=CS(=O)(=O)NC(=O)c1ccc(Cl)cc1Cl)c1ccccc1. Reaction SMILES: [C:14](=[O:15])([O-:16])[O-:17].[Cl:20][c:21]1[c:22]([C:23](=[O:24])[Cl:25])[cH:26][cH:27][c:28]([Cl:30])[cH:29]1.[K+:18].[K+:19].[O:31]1[CH2:32][CH2:33][O:34][CH2:35][CH2:36]1.[c:1]1([C:7](=[CH:8][S:9](=[O:10])(=[O:11])[NH2:12])[CH3:13])[cH:2][cH:3][cH:4][cH:5][cH:6]1>>[c:1]1([C:7](=[CH:8][S:9](=[O:10])(=[O:11])[NH:12][C:23]([c:22]2[c:21]([Cl:20])[cH:29][c:28]([Cl:30])[cH:27][cH:26]2)=[O:24])[CH3:13])[cH:2][cH:3][cH:4][cH:5][cH:6]1.